From a dataset of the Open Reaction Database (ORD), a public repository of structured organic reaction records. describe an organic reaction: reactants, conditions, products, and yield The reactants are BrBr (bromine), C(C)(C)(C)NNC1(CC(CC(C1)C)(C)C)C#N (1-tert.-butylhydrazo-1-cyano-3,3,5-trimethylcyclohexane), 4-tert.-butylhydrazo-4-cyano-2,6-dimethylheptane. Reaction SMILES: BrBr.[C:3]([NH:7][NH:8][C:9]1([C:18]#[N:19])[CH2:14][CH:13]([CH3:15])[CH2:12][C:11]([CH3:17])([CH3:16])[CH2:10]1)([CH3:6])([CH3:5])[CH3:4]>>[C:3]([N:7]=[N:8][C:9]1([C:18]#[N:19])[CH2:14][CH:13]([CH3:15])[CH2:12][C:11]([CH3:17])([CH3:16])[CH2:10]1)([CH3:5])([CH3:4])[CH3:6]. Product: C(C)(C)(C)N=NC1(CC(CC(C1)C)(C)C)C#N (1-tert.-butylazo-1-cyano-3,3,5-trimethylcyclohexane). Procedure details: 1-tert.-butylazo-1-cyano-3,3,5-trimethylcyclohexane was prepared by bromine oxidation of the above 1-tert.-butylhydrazo-1-cyano-3,3,5-trimethylcyclohexane in the same way that 4-tert.-butylhydrazo-4-cyano-2,6-dimethylheptane was oxidized in Example VII C. The yield of liquid product was 8.2 g. (63%) and the infra-red spectrum was consistent with the structure of the proposed compound. Reactants: CN (methylamine), O=C1C2=C(N3C([C@H]4N1CC4)=C(N=C3)C3=NC(=NO3)CN3C(C4=CC=CC=C4C3=O)=O)C=CS2 ((S)-2-[5-(8-oxo-11,11 a-dihydro-8H,10H-azeto[1,2-a]imidazo[5,1-c]thieno[3,2-e][1,4]diazepin-1-yl)-1,2,4-oxadiazol-3-yl-methyl]-2,3-dihydro-1H-isoindole-1,3-dione). The solvent is C(C)O (ethanol). Run at time 2 hour. Product: NCC1=NOC(=N1)C=1N=CN2C1[C@H]1N(C(C3=C2C=CS3)=O)CC1 ((S)-1-(3-aminomethyl-1,2,4-oxadiazol-5-yl)-11,11a-dihydro-8H,10H-azeto[1,2-a]imidazo[5,1-c]thieno[3,2-e][1,4]diazepin-8-one). Yield: 93.2%. RXN SMILES: CN.[O:3]=[C:4]1[N:10]2[CH2:11][CH2:12][C@H:9]2[C:8]2=[C:13]([C:16]3[O:20][N:19]=[C:18]([CH2:21][N:22]4C(=O)C5C(=CC=CC=5)C4=O)[N:17]=3)[N:14]=[CH:15][N:7]2[C:6]2[CH:33]=[CH:34][S:35][C:5]1=2>C(O)C>[NH2:22][CH2:21][C:18]1[N:17]=[C:16]([C:13]2[N:14]=[CH:15][N:7]3[C:6]4[CH:33]=[CH:34][S:35][C:5]=4[C:4](=[O:3])[N:10]4[CH2:11][CH2:12][C@H:9]4[C:8]=23)[O:20][N:19]=1. Procedure details: 30 ml of methylamine (33% in ethanol) were added dropwise at 70° to a solution of 2.4 g (5.23 mmol) of (S)-2-[5-(8-oxo-11,11 a-dihydro-8H,10H-azeto[1,2-a]imidazo[5,1-c]thieno[3,2-e][1,4]diazepin-1-yl)-1,2,4-oxadiazol-3-yl-methyl]-2,3-dihydro-1H-isoindole-1,3-dione in 40 ml ethanol and the mixture was stirred at 70° for a further 2 hours. The reaction mixture was evaporated and the residue was chromatographed (silica gel, methylene chloride/methanol 20:1). There were obtained 1.60 g (93%) of (S)-... The reactants are ClC=1C=C(C(=O)NNC(CCl)=O)C=C(C1)Cl (3,5-dichloro-N′-(2-chloroacetyl)benzohydrazide), C(CCl)Cl (EDC), C=1C=CC2=C(C1)N=NN2O (HOBt), ClC=1C=C(C(=O)NN)C=C(C1)Cl (3,5-dichlorobenzohydrazide). The solvent is C(Cl)Cl (DCM). Conditions: time 2 hour. Yields the product ClCC=1OC(=NN1)C1=CC(=CC(=C1)Cl)Cl (2-(chloromethyl)-5-(3,5-dichlorophenyl)-1,3,4-oxadiazole). The yield is 87.3%. As a reaction SMILES: ClC1C=C(C=C(Cl)C=1)C(NN)=O.[Cl:13][C:14]1[CH:15]=[C:16]([CH:25]=[C:26]([Cl:28])[CH:27]=1)[C:17]([NH:19][NH:20][C:21](=[O:24])[CH2:22][Cl:23])=O.C(Cl)CCl.C1C=CC2N(O)N=NC=2C=1>C(Cl)Cl>[Cl:23][CH2:22][C:21]1[O:24][C:17]([C:16]2[CH:15]=[C:14]([Cl:13])[CH:27]=[C:26]([Cl:28])[CH:25]=2)=[N:19][N:20]=1. Procedure: To a suspension of compound 5 (328 mg, 1.0 mmol) in DCM (10 ml) was added compound 6 (150 mg, 1.0 mmol), EDC (288 mg, 1.5 mmol) and HOBt (202 mg, 1.5 mmol). The mixture was stirred at ambient temperature for 2 hours. The mixture was concentrated and purified by chromatography to give compound 7 as a white solid (230 mg). Yield: 50%. Reactants: OC(C(=O)O)C1CN(CCO1)C(C1=CC=C(C=C1)C)=O (2-hydroxy-2-[4-(4-methylbenzoyl)morpholin-2-yl]acetic acid), FC1(CCNCC1)F (4,4-difluoropiperidine), NC1=CC=C(C=C1)C=1NOC(N1)=O (3-(4-aminophenyl)-1,2,4-oxadiazol-5(2H)-one), IC=1C=C(C(=O)O)C=CC1 (3-iodobenzoic acid). Yields the product OC(C(=O)NC1=CC=C(C=C1)C1=NOC(N1)=O)C1CN(CCO1)C(C1=CC=C(C=C1)C)=O (2-hydroxy-2-[4-(4-methylbenzoyl)morpholin-2-yl]-N-[4-(5-oxo-4H-1,2,4-oxadiazol-3-yl)phenyl]acetamide). The yield is 64.6%. RXN SMILES: [OH:1][CH:2]([CH:6]1[O:11][CH2:10][CH2:9][N:8]([C:12](=[O:20])[C:13]2[CH:18]=[CH:17][C:16]([CH3:19])=[CH:15][CH:14]=2)[CH2:7]1)[C:3]([OH:5])=O.[NH2:21][C:22]1[CH:27]=[CH:26][C:25]([C:28]2[NH:29][O:30][C:31](=[O:33])[N:32]=2)=[CH:24][CH:23]=1.IC1C=C(C=CC=1)C(O)=O.FC1(F)CCNCC1>>[OH:1][CH:2]([CH:6]1[O:11][CH2:10][CH2:9][N:8]([C:12](=[O:20])[C:13]2[CH:18]=[CH:17][C:16]([CH3:19])=[CH:15][CH:14]=2)[CH2:7]1)[C:3]([NH:21][C:22]1[CH:23]=[CH:24][C:25]([C:28]2[NH:32][C:31](=[O:33])[O:30][N:29]=2)=[CH:26][CH:27]=1)=[O:5]. Procedure: According to the Step 77-1 in synthetic method for EXAMPLE 77, compound 115-5 (74 mg) and 3-(4-aminophenyl)-1,2,4-oxadiazol-5(2H)-one (70.4 mg) were used instead of 3-iodobenzoic acid and 4,4-difluoropiperidine to obtain compound 115-6 (75.1 mg) as a pale yellow amorphous solid. Reactants: N(C1=CC=CC=C1)C1=NC=C2C(=N1)N(C(N(C2)C2=C(C=C(C=C2)Cl)Cl)=O)C2=CC(=CC=C2)CCOS(=O)(=O)C (7-anilino-3-(2,4-dichlorophenyl)-3,4-dihydro-1-[3-(2-methanesulfonyloxyethyl)phenyl]-pyrimido[4,5-d]pyrimidin-2(1H)-one), N1CCNCC1 (piperazine). Run in C(C)O (ethanol). The product is N(C1=CC=CC=C1)C1=NC=C2C(=N1)N(C(N(C2)C2=C(C=C(C=C2)Cl)Cl)=O)C2=CC(=CC=C2)CCN2CCNCC2 (7-anilino-3-(2,4-dichlorophenyl)-3,4-dihydro-1-[3-[2-(1-piperazinyl)-ethyl]phenyl]-pyrimido[4,5-d]pyrimidin-2(1H)-one). Yield: 5.2%. RXN SMILES: [NH:1]([C:8]1[N:13]=[C:12]2[N:14]([C:27]3[CH:32]=[CH:31][CH:30]=[C:29]([CH2:33][CH2:34]OS(C)(=O)=O)[CH:28]=3)[C:15](=[O:26])[N:16]([C:18]3[CH:23]=[CH:22][C:21]([Cl:24])=[CH:20][C:19]=3[Cl:25])[CH2:17][C:11]2=[CH:10][N:9]=1)[C:2]1[CH:7]=[CH:6][CH:5]=[CH:4][CH:3]=1.[NH:40]1[CH2:45][CH2:44][NH:43][CH2:42][CH2:41]1>C(O)C>[NH:1]([C:8]1[N:13]=[C:12]2[N:14]([C:27]3[CH:32]=[CH:31][CH:30]=[C:29]([CH2:33][CH2:34][N:40]4[CH2:45][CH2:44][NH:43][CH2:42][CH2:41]4)[CH:28]=3)[C:15](=[O:26])[N:16]([C:18]3[CH:23]=[CH:22][C:21]([Cl:24])=[CH:20][C:19]=3[Cl:25])[CH2:17][C:11]2=[CH:10][N:9]=1)[C:2]1[CH:7]=[CH:6][CH:5]=[CH:4][CH:3]=1. Procedure: A solution of 58 mg (0.1 mmol) of 7-anilino-3-(2,4-dichlorophenyl)-3,4-dihydro-1-[3-(2-methanesulfonyloxyethyl)phenyl]-pyrimido[4,5-d]pyrimidin-2(1H)-one (prepared in Example 74) and 100 mg of piperazine in 2 ml of ethanol was heated at 50° C. for 3 hours. The reaction mixture was evaporated and the crude material purified by flash chromatography on silica gel, eluting with dichloromethane/methanol/acetic acid/water (90:18:3:2). Product containing fractions were combined and evaporated. The resi... Reactants: BrB(Br)Br, O=C([O-])O, CCc1nnc(SCc2cc(N3CCOCC3)cc(NCc3cccc(OC)c3)n2)s1, ClCCl, [Na+]. Product: CCc1nnc(SCc2cc(N3CCOCC3)cc(NCc3cccc(O)c3)n2)s1. As a reaction SMILES: [B:40]([Br:41])([Br:42])[Br:43].[C:32](=[O:33])([O-:34])[OH:35].[CH2:1]([CH3:2])[c:3]1[n:4][n:5][c:6]([S:8][CH2:9][c:10]2[cH:11][c:12]([N:26]3[CH2:27][CH2:28][O:29][CH2:30][CH2:31]3)[cH:13][c:14]([NH:16][CH2:17][c:18]3[cH:19][c:20]([O:24][CH3:25])[cH:21][cH:22][cH:23]3)[n:15]2)[s:7]1.[CH2:37]([Cl:38])[Cl:39].[Na+:36]>>[CH2:1]([CH3:2])[c:3]1[n:4][n:5][c:6]([S:8][CH2:9][c:10]2[cH:11][c:12]([N:26]3[CH2:27][CH2:28][O:29][CH2:30][CH2:31]3)[cH:13][c:14]([NH:16][CH2:17][c:18]3[cH:19][c:20]([OH:24])[cH:21][cH:22][cH:23]3)[n:15]2)[s:7]1. The reactants are CCOC(=O)C(=Cc1ccc(O)cc1)C(=O)c1ccccc1, [Cl-], [Cl-], [Cl-], [Cl-], ClCCl, [Ti+4]. Product: CCOC(=O)C1C(=O)c2ccccc2C1c1ccc(O)cc1. As a reaction SMILES: [C:1]([c:2]1[cH:3][cH:4][cH:5][cH:6][cH:7]1)(=[O:8])[C:9]([C:10](=[O:11])[O:12][CH2:13][CH3:14])=[CH:15][c:16]1[cH:17][cH:18][c:19]([OH:22])[cH:20][cH:21]1.[Cl-:26].[Cl-:27].[Cl-:28].[Cl-:29].[Cl:23][CH2:24][Cl:25].[Ti+4:30]>>[C:1]1(=[O:8])[c:2]2[c:3]([cH:4][cH:5][cH:6][cH:7]2)[CH:15]([c:16]2[cH:17][cH:18][c:19]([OH:22])[cH:20][cH:21]2)[CH:9]1[C:10](=[O:11])[O:12][CH2:13][CH3:14]. Reactants: FC(C1=NN=C2N1N=C(C=C2)N2CCC(=CC2)C=2C=NC=CC2)(F)F (1′-[3-(trifluoromethyl)[1,2,4]triazolo[4,3-b]pyridazin-6-yl]-1′,2′,3′,6′-tetrahydro-3,4′-bipyridine). Reagents/catalysts: [Pd] (palladium on carbon). The solvent is CO (MeOH). Reaction conditions: time 3 day. The product is N1=CC(=CC=C1)C1CCN(CC1)C=1C=CC=2N(N1)C(=NN2)C(F)(F)F (6-(4-pyridin-3-ylpiperidin-1-yl)-3-(trifluoromethyl)[1,2,4]triazolo[4,3-b]pyridazine). Isolated yield 28.7%. Reaction SMILES: [F:1][C:2]([F:25])([F:24])[C:3]1[N:7]2[N:8]=[C:9]([N:12]3[CH2:17][CH:16]=[C:15]([C:18]4[CH:19]=[N:20][CH:21]=[CH:22][CH:23]=4)[CH2:14][CH2:13]3)[CH:10]=[CH:11][C:6]2=[N:5][N:4]=1>[Pd].CO>[N:20]1[CH:21]=[CH:22][CH:23]=[C:18]([CH:15]2[CH2:16][CH2:17][N:12]([C:9]3[CH:10]=[CH:11][C:6]4[N:7]([C:3]([C:2]([F:25])([F:1])[F:24])=[N:4][N:5]=4)[N:8]=3)[CH2:13][CH2:14]2)[CH:19]=1. Reported procedure: A mixture of 1′-[3-(trifluoromethyl)[1,2,4]triazolo[4,3-b]pyridazin-6-yl]-1′,2′,3′,6′-tetrahydro-3,4′-bipyridine (obtained as described in Example 605) (82 mg, 0.24 mmol) and 10% palladium on carbon (25.2 mg, 0.02 mmol) in MeOH (10 mL) was stirred under an atmosphere of hydrogen at atmospheric pressure for 3 days. The catalyst was removed by filtration and the solvent evaporated to give crude product, which was purified by flash silica chromatography, elution gradient 0 to 3% MeOH in DCM. Fracti... Reactants: CCO, O=[N+]([O-])c1ccc2c(c1)CCCN2CCCN1CCOCC1, C1CCOC1. Yields the product Nc1ccc2c(c1)CCCN2CCCN1CCOCC1. RXN SMILES: [CH3:23][CH2:24][OH:25].[N+:1]([O-:2])(=[O:3])[c:4]1[cH:5][c:6]2[c:11]([cH:12][cH:13]1)[N:10]([CH2:14][CH2:15][CH2:16][N:17]1[CH2:18][CH2:19][O:20][CH2:21][CH2:22]1)[CH2:9][CH2:8][CH2:7]2.[O:26]1[CH2:27][CH2:28][CH2:29][CH2:30]1>>[NH2:1][c:4]1[cH:5][c:6]2[c:11]([cH:12][cH:13]1)[N:10]([CH2:14][CH2:15][CH2:16][N:17]1[CH2:18][CH2:19][O:20][CH2:21][CH2:22]1)[CH2:9][CH2:8][CH2:7]2. Reaction SMILES: [C:8]([CH:9]=[CH2:10])(=[O:11])[O:12][CH3:13].[CH2:14]1[O:15][CH2:16][CH2:17][CH2:18]1.[NH2:1][CH:2]1[CH2:3][CH2:4][CH2:5][CH2:6][CH2:7]1>>[NH:1]([CH:2]1[CH2:3][CH2:4][CH2:5][CH2:6][CH2:7]1)[CH2:10][CH2:9][C:8](=[O:11])[O:12][CH3:13]. The product is COC(=O)CCNC1CCCCC1. Reactants: C=CC(=O)OC, C1CCOC1, NC1CCCCC1.